Task: describe an organic reaction: reactants, conditions, products, and yield. Dataset: the Open Reaction Database (ORD), a public repository of structured organic reaction records Reactants: OC1=C(C(=O)OC)C=CC(=C1CC=C)O (Methyl 2,4-dihydroxy-3-(2-propenyl)benzoate), [Cl-].[NH4+] (ammonium chloride). The solvent is C(C)O (ethanol). Run at temperature 50 celsius, time 8 hour. Yields the product OC1=C(C(=O)N)C=CC(=C1CC=C)O (2,4-Dihydroxy-3-(2-propenyl)benzamide). As a reaction SMILES: [OH:1][C:2]1[C:11]([CH2:12][CH:13]=[CH2:14])=[C:10]([OH:15])[CH:9]=[CH:8][C:3]=1[C:4](OC)=[O:5].[Cl-].[NH4+:17]>C(O)C>[OH:1][C:2]1[C:11]([CH2:12][CH:13]=[CH2:14])=[C:10]([OH:15])[CH:9]=[CH:8][C:3]=1[C:4]([NH2:17])=[O:5] |f:1.2|. Procedure details: Methyl 2,4-dihydroxy-3-(2-propenyl)benzoate (4.4 g) was added to a mixture of about 10 to 15 ml of saturated ammonium chloride solution and 2 to 3 ml of ethanol. The reaction mixture was stirred overnight at 50° C. The reaction mixture was extracted five times with ethyl acetate, and the organic layer was concentrated under vacuum. The product was crystallized and recrystallized from chloroform. Subsequent chromatography of the precipitated product on a 25 g silica gel column with 40% ethyl acet... Reactants: FC1=CC=C2C(=CNC2=C1)C1CCNCC1 (6-fluoro-3-(piperidin-4-yl)-1H-indole), O1[C@@H](C1)COC1=C2C=CNC2=CC=C1 ((S)-(+)-4-(oxiranylmethoxy)-1H-indole). Solvent: CO.CS(=O)C (methanol dimethylsulfoxide). The product is FC1=CC=C2C(=CNC2=C1)C1CCN(CC1)C[C@@H](COC1=C2C=CNC2=CC=C1)O ((2S)-(+)-3-[4-(6-fluoro-3-indolyl)piperidin-1-yl]-1-(4-indolyloxy)-2-propanol). Reaction SMILES: [F:1][C:2]1[CH:10]=[C:9]2[C:5]([C:6]([CH:11]3[CH2:16][CH2:15][NH:14][CH2:13][CH2:12]3)=[CH:7][NH:8]2)=[CH:4][CH:3]=1.[O:17]1[CH2:19][C@H:18]1[CH2:20][O:21][C:22]1[CH:30]=[CH:29][CH:28]=[C:27]2[C:23]=1[CH:24]=[CH:25][NH:26]2>CO.CS(C)=O>[F:1][C:2]1[CH:10]=[C:9]2[C:5]([C:6]([CH:11]3[CH2:16][CH2:15][N:14]([CH2:19][C@H:18]([OH:17])[CH2:20][O:21][C:22]4[CH:30]=[CH:29][CH:28]=[C:27]5[C:23]=4[CH:24]=[CH:25][NH:26]5)[CH2:13][CH2:12]3)=[CH:7][NH:8]2)=[CH:4][CH:3]=1 |f:2.3|. Procedure details: The title compound was prepared in a fashion similar to that described in Example 193 from 6-fluoro-3-(piperidin-4-yl)-1H-indole (1.00 g, 4.6 mmol) and (S)-(+)-4-(oxiranylmethoxy)-1H-indole (0.91 g, 4.8 mmol). The product was isolated as a white foam. Yield 0.75 g (40%). mp 94°-97° C. FDMS m/e=407 (M+ of free base). α[D]589 =+7.97 (c=1.00, methanol/dimethylsulfoxide). Starting materials: NC1=CC2=C(C=N1)C(CC2)C(=O)OC (methyl 3-amino-6,7-dihydro-5H-cyclopenta[c]pyridine-7-carboxylate), C(OCC)(OCC)OCC (triethyl orthoformate), [N-]=[N+]=[N-].[Na+] (sodium azide). Run in C(C)(=O)O (acetic acid), O (water), C(C)(=O)OCC (ethyl acetate). Run at temperature 80 celsius. Yields the product N1(N=NN=C1)C1=CC2=C(C=N1)C(CC2)C(=O)OC (methyl 3-(1H-tetrazol-1-yl)-6,7-dihydro-5H-cyclopenta[c]pyridine-7-carboxylate). RXN SMILES: [NH2:1][C:2]1[N:7]=[CH:6][C:5]2[CH:8]([C:11]([O:13][CH3:14])=[O:12])[CH2:9][CH2:10][C:4]=2[CH:3]=1.[CH:15](OCC)(OCC)OCC.[N-:25]=[N+:26]=[N-:27].[Na+]>C(O)(=O)C.O.C(OCC)(=O)C>[N:1]1([C:2]2[N:7]=[CH:6][C:5]3[CH:8]([C:11]([O:13][CH3:14])=[O:12])[CH2:9][CH2:10][C:4]=3[CH:3]=2)[CH:15]=[N:27][N:26]=[N:25]1 |f:2.3|. Reported procedure: A mixture of methyl 3-amino-6,7-dihydro-5H-cyclopenta[c]pyridine-7-carboxylate (365 mg, 1.90 mmol), triethyl orthoformate (451 mg, 3.04 mmol), and sodium azide (185 mg, 2.85 mmol) in acetic acid (8 mL) was maintained in an oil bath heated at 80° C. for 3 h. After cooling to room temperature, the mixture was diluted with water and ethyl acetate and the layers separated. The aqueous was extracted with ethyl acetate (2×) and the combined organic layers were washed with brine, dried (Na2SO4), filter... The reactants are ClC1=C(OC=2C=CC(=C(C(=O)O)C2)[N+](=O)[O-])C=CC(=C1)C(F)(F)F (5-(2-chloro-4-trifluoromethylphenoxy)-2-nitrobenzoic acid), OCCOCCO (2-hydroxyethyl ether), C1(=CC=C(C=C1)S(=O)(=O)O)C (p-toluenesulfonic acid). Solvent: CCOCC (ether). The product is ClC1=C(OC=2C=CC(=C(C(=O)OCCOCCO)C2)[N+](=O)[O-])C=CC(=C1)C(F)(F)F (5-Hydroxy-3-oxapentyl 5-(2-chloro-4-trifluoromethylphenoxy)-2-nitrobenzoate). Reaction SMILES: [Cl:1][C:2]1[CH:20]=[C:19]([C:21]([F:24])([F:23])[F:22])[CH:18]=[CH:17][C:3]=1[O:4][C:5]1[CH:6]=[CH:7][C:8]([N+:14]([O-:16])=[O:15])=[C:9]([CH:13]=1)[C:10]([OH:12])=[O:11].[OH:25][CH2:26][CH2:27][O:28][CH2:29][CH2:30]O.C1(C)C=CC(S(O)(=O)=O)=CC=1>CCOCC>[Cl:1][C:2]1[CH:20]=[C:19]([C:21]([F:22])([F:23])[F:24])[CH:18]=[CH:17][C:3]=1[O:4][C:5]1[CH:6]=[CH:7][C:8]([N+:14]([O-:16])=[O:15])=[C:9]([CH:13]=1)[C:10]([O:12][CH2:30][CH2:29][O:28][CH2:27][CH2:26][OH:25])=[O:11]. Procedure: A mixture of 5-(2-chloro-4-trifluoromethylphenoxy)-2-nitrobenzoic acid (5.6 g, 0.015 mole), 2-hydroxyethyl ether (6.4 g, 0.06 mole) and p-toluenesulfonic acid (200 mg) was heated at 135°-142° C. for 26 hrs. The resulting solution was cooled to room temperature, taken into 400 ml of ether. The ethereal solution was washed three times with water, dried over CaSO4 and concentrated to 4.9 g of a yellowish gum. The gum was chromatographed on silica gel and eluted with hexane-ethyl acetate (90:10); yi... The reactants are BrC=1C=2N(C=CC1)N=C(N2)Cl (8-bromo-2-chloro-[1,2,4]triazolo[1,5-a]pyridine), COC1=C(C=C(C=C1)C(F)(F)F)B(O)O (2-methoxy-5-trifluoromethylbenzeneboronic acid). Yields the product ClC1=NN2C(C(=CC=C2)C2=C(C=CC(=C2)C(F)(F)F)OC)=N1 (2-Chloro-8-(2-methoxy-5-trifluoromethyl-phenyl)-[1,2,4]triazolo[1,5-a]pyridine), product. Yield: 90.0%. RXN SMILES: Br[C:2]1[C:3]2[N:4]([N:8]=[C:9]([Cl:11])[N:10]=2)[CH:5]=[CH:6][CH:7]=1.[CH3:12][O:13][C:14]1[CH:19]=[CH:18][C:17]([C:20]([F:23])([F:22])[F:21])=[CH:16][C:15]=1B(O)O>>[Cl:11][C:9]1[N:10]=[C:3]2[C:2]([C:15]3[CH:16]=[C:17]([C:20]([F:23])([F:22])[F:21])[CH:18]=[CH:19][C:14]=3[O:13][CH3:12])=[CH:7][CH:6]=[CH:5][N:4]2[N:8]=1. Procedure: 2-Chloro-8-(2-methoxy-5-trifluoromethyl-phenyl)-[1,2,4]triazolo[1,5-a]pyridine was prepared from 8-bromo-2-chloro-[1,2,4]triazolo[1,5-a]pyridine (0.500 g, 2.15 mmol) and 2-methoxy-5-trifluoromethylbenzeneboronic acid (0.710 g, 3.23 mmol) in a manner analogous to Example 311a to give product (0.636 g, 90%). MS=328 (MH)+. Reactants: IC (iodomethane), NC1=NC(=NC(=C1NC(OCC)=O)N)C1=NN(C2=NC=CC=C21)CC2=C(C=CC=C2)F (Ethyl 4,6-diamino-2-[1-(2-fluorobenzyl)-1H-pyrazolo[3,4-b]pyridin-3-yl]-5-pyrimidinylcarbamate), CN(C)C=O (DMF), [H-].[Na+] (sodium hydride). Solvent: O (water). Conditions: temperature 0 celsius, time 1 hour. Yields the product NC1=NC(=NC(=C1N(C(OCC)=O)C)N)C1=NN(C2=NC=CC=C21)CC2=C(C=CC=C2)F (Ethyl 4,6-diamino-2-[1-(2-fluorobenzyl)-1H-pyrazolo[3,4-b]pyridin-3-yl]-5-pyrimidinyl(methyl)carbamate). RXN SMILES: [NH2:1][C:2]1[C:7]([NH:8][C:9](=[O:13])[O:10][CH2:11][CH3:12])=[C:6]([NH2:14])[N:5]=[C:4]([C:15]2[C:23]3[C:18](=[N:19][CH:20]=[CH:21][CH:22]=3)[N:17]([CH2:24][C:25]3[CH:30]=[CH:29][CH:28]=[CH:27][C:26]=3[F:31])[N:16]=2)[N:3]=1.[CH3:32]N(C=O)C.[H-].[Na+].IC>O>[NH2:1][C:2]1[C:7]([N:8]([CH3:32])[C:9](=[O:13])[O:10][CH2:11][CH3:12])=[C:6]([NH2:14])[N:5]=[C:4]([C:15]2[C:23]3[C:18](=[N:19][CH:20]=[CH:21][CH:22]=3)[N:17]([CH2:24][C:25]3[CH:30]=[CH:29][CH:28]=[CH:27][C:26]=3[F:31])[N:16]=2)[N:3]=1 |f:2.3|. Procedure: 54 mg (0.13 mmol) of ethyl 4,6-diamino-2-[1-(2-fluorobenzyl)-1H-pyrazolo[3,4-b]pyridin-3-yl]-5-pyrimidinylcarbamate from Example 2 are added to 5 ml of DMF, the mixture is cooled to 0° C., and 7.67 mg (0.19 mmol) of sodium hydride are added. Then 18.14 mg (0.13 mmol) of iodomethane are added dropwise, and the mixture is stirred for one hour. The mixture is mixed with water and extracted with dichloromethane. The combined organic phases are dried over magnesium sulphate and concentrated in a rota... Reactants: COC=1C=C(C=C(C1)OC)NC1=NC(=NC(=C1C(=O)OCC)\C=C\N(C)C)SC ((E)-ethyl 4-(3,5-dimethoxyphenylamino)-6-(2-(dimethylamino)vinyl)-2-(methylthio)pyrimidine-5-carboxylate), [NH4+].[OH-] (NH4OH). The solvent is CCO (EtOH). Run at temperature 80 celsius, time 10 hour. Product: COC=1C=C(C=C(C1)OC)NC=1C2=C(N=C(N1)SC)C=CNC2=O (4-(3,5-Dimethoxyphenylamino)-2-(methylthio)pyrido[4,3-d]pyrimidin-5(6H)-one). The yield is 56.5%. Reaction SMILES: [CH3:1][O:2][C:3]1[CH:4]=[C:5]([NH:11][C:12]2[C:17]([C:18](OCC)=[O:19])=[C:16](/[CH:23]=[CH:24]/[N:25](C)C)[N:15]=[C:14]([S:28][CH3:29])[N:13]=2)[CH:6]=[C:7]([O:9][CH3:10])[CH:8]=1.[NH4+].[OH-]>CCO>[CH3:1][O:2][C:3]1[CH:4]=[C:5]([NH:11][C:12]2[C:17]3[C:18](=[O:19])[NH:25][CH:24]=[CH:23][C:16]=3[N:15]=[C:14]([S:28][CH3:29])[N:13]=2)[CH:6]=[C:7]([O:9][CH3:10])[CH:8]=1 |f:1.2|. Reported procedure: The crude of (E)-ethyl 4-(3,5-dimethoxyphenylamino)-6-(2-(dimethylamino)vinyl)-2-(methylthio)pyrimidine-5-carboxylate (3.16 g) was dissolved in 45 mL EtOH. To the solution was added 30% NH4OH solution (5.2 mL), the reaction mixture was stirred at 75-85° C. for 10 hours. The mixture was cooled to room temperature. The solids formed from the solution were filtered. The filtrate was condensed under reduced pressure resulting in the solid residue. The residue was recrystallized from ethyl acetate. T...